This data is from the Open Reaction Database (ORD), a public repository of structured organic reaction records. The task is: describe an organic reaction: reactants, conditions, products, and yield The reactants are CCOC(=O)Cc1ccc(-c2ccc(C(CC)(CC)c3ccc(C=CC(O)(CC)CC)c(C)c3)cc2C)nc1, CO, [Na+], [Na+], C1CCOC1, [OH-], O=P([O-])(O)O. Product: CCC(O)(C=Cc1ccc(C(CC)(CC)c2ccc(-c3ccc(CC(=O)O)cn3)c(C)c2)cc1C)CC. As a reaction SMILES: [CH2:1]([CH3:2])[O:3][C:4]([CH2:5][c:6]1[cH:7][n:8][c:9](-[c:12]2[c:13]([CH3:38])[cH:14][c:15]([C:18]([CH2:19][CH3:20])([c:21]3[cH:22][c:23]([CH3:35])[c:24]([CH:27]=[CH:28][C:29]([CH2:30][CH3:31])([OH:32])[CH2:33][CH3:34])[cH:25][cH:26]3)[CH2:36][CH3:37])[cH:16][cH:17]2)[cH:10][cH:11]1)=[O:39].[CH3:53][OH:54].[Na+:41].[Na+:42].[O:48]1[CH2:49][CH2:50][CH2:51][CH2:52]1.[OH-:40].[OH:43][P:44](=[O:45])([O-:46])[OH:47]>>[O:3]=[C:4]([CH2:5][c:6]1[cH:7][n:8][c:9](-[c:12]2[c:13]([CH3:38])[cH:14][c:15]([C:18]([CH2:19][CH3:20])([c:21]3[cH:22][c:23]([CH3:35])[c:24]([CH:27]=[CH:28][C:29]([CH2:30][CH3:31])([OH:32])[CH2:33][CH3:34])[cH:25][cH:26]3)[CH2:36][CH3:37])[cH:16][cH:17]2)[cH:10][cH:11]1)[OH:39]. The reactants are C1(CCCCC1)C(ONC(C(=O)OCC)=O)C1=CC(=CC=C1)C1=NC2=CC=CC=C2C=C1 (Ethyl ((cyclohexyl(3-(2-quinolinyl)phenyl)methoxy)amino)-(oxo)acetate), [OH-].[Na+] (NaOH), Cl (HCl). The solvent is C(C)O (ethanol). Conditions: time 2 hour. The product is C1(CCCCC1)C(ONC(C(=O)O)=O)C1=CC(=CC=C1)C1=NC2=CC=CC=C2C=C1 (((cyclohexyl(3-(2-quinolinyl)phenyl)methoxy)amino)-(oxo)acetic Acid). Reaction SMILES: [CH:1]1([CH:7]([C:17]2[CH:22]=[CH:21][CH:20]=[C:19]([C:23]3[CH:32]=[CH:31][C:30]4[C:25](=[CH:26][CH:27]=[CH:28][CH:29]=4)[N:24]=3)[CH:18]=2)[O:8][NH:9][C:10](=[O:16])[C:11]([O:13]CC)=[O:12])[CH2:6][CH2:5][CH2:4][CH2:3][CH2:2]1.[OH-].[Na+].Cl>C(O)C>[CH:1]1([CH:7]([C:17]2[CH:22]=[CH:21][CH:20]=[C:19]([C:23]3[CH:32]=[CH:31][C:30]4[C:25](=[CH:26][CH:27]=[CH:28][CH:29]=4)[N:24]=3)[CH:18]=2)[O:8][NH:9][C:10](=[O:16])[C:11]([OH:13])=[O:12])[CH2:2][CH2:3][CH2:4][CH2:5][CH2:6]1 |f:1.2|. Procedure details: A solution of Example 4A (70 mg, 0.162 mmol) in ethanol (2 mL) at room temperature was treated with 2M NaOH (1 mL), stirred for 2 hours, adjusted to pH 1 with 1M HCl, and extracted with ethyl acetate. The extract was dried (Na2SO4), filtered, and concentrated to provide the desired product. MS (ESI(+)) m/z 405 (M+H)+; 1H NMR (300 MHz, DMSO-d6) δ11.96 (br s, 1H), 8.49 (d, 1H), 8.23-8.17 (m, 3H), 8.06 (d, 1H), 8.02 (d, J=8.2 Hz, 1H), 7.80 (dt, 1H), 7.61 (dt, 1H), 7.53 (t, 1H), 7.43 (d, 1H), 4.82 (... The reactants are Cl.Cl.NC1=C(C=C(C(=C1)N)O)O (4,6-Diamino-1,3-benzenediol dihydrochloride), S1C(=NC2=C1C=CC=C2)C2=CC(=CC=C2C(=O)O)C(=O)O (2-benzothiazole terephthalic acid), polyphosphoric acid, O=P12OP3(=O)OP(=O)(O1)OP(=O)(O2)O3 (P2O5). Reaction conditions: temperature 90 celsius, time 24 hour. Product: NC1=C(C=C(C(=C1)N)O)O (4,6-DIAMINO-1,3-BENZENEDIOL). As a reaction SMILES: Cl.Cl.[NH2:3][C:4]1[CH:9]=[C:8]([NH2:10])[C:7]([OH:11])=[CH:6][C:5]=1[OH:12].S1C2C=CC=CC=2N=C1C1C(C(O)=O)=CC=C(C(O)=O)C=1.O=P12OP3(OP(OP(O3)(O1)=O)(=O)O2)=O>>[NH2:3][C:4]1[CH:9]=[C:8]([NH2:10])[C:7]([OH:11])=[CH:6][C:5]=1[OH:12] |f:0.1.2|. Procedure details: 4,6-Diamino-1,3-benzenediol dihydrochloride (2.1279 g, 10.0 mmol), 2-benzothiazole terephthalic acid (2.9891 g, 10.0 mmol) and 9.96 g of polyphosphoric acid (77% P2O5) were placed in a resin flask equipped with a mechanical stirrer, nitrogen inlet/outlet tubes, a vacuum connector and a side opening on the resin flask. The solution was heated at 90° C. in vacuo for 20 hours for dehydrochlorination. The reaction mixture was cooled to 50° C., then 6.04 g of P2O5 was added, in vacuo, thereby raising... Starting materials: Cc1ccccc1, COc1cccc(OC)c1C(=O)O, O=S(Cl)Cl. Yields the product COc1cccc(OC)c1C(=O)Cl. RXN SMILES: [CH3:18][c:19]1[cH:20][cH:21][cH:22][cH:23][cH:24]1.[CH3:1][O:2][c:3]1[c:4]([C:5](=[O:6])[OH:7])[c:8]([O:12][CH3:13])[cH:9][cH:10][cH:11]1.[S:14]([Cl:15])([Cl:16])=[O:17]>>[CH3:1][O:2][c:3]1[c:4]([C:5](=[O:6])[Cl:16])[c:8]([O:12][CH3:13])[cH:9][cH:10][cH:11]1. Reactants: ClC1=C(OC=2C(=NC=CC2)OCC(=O)OC)C=C(C(=C1)F)N1C(N(C(=CC1=O)C(F)(F)F)C)=O (methyl [3-{2-chloro-4-fluoro-5-[3-methyl-2,6-dioxo-4-(trifluoromethyl)-1,2,3,6-tetrahydropyrimidin-1-yl]phenoxy}-2-pyridyloxy]acetate), C([O-])([O-])=O.[Na+].[Na+] (sodium carbonate), C(CC)O (n-propanol). Product: ClC1=C(OC=2C(=NC=CC2)OCC(=O)OCCC)C=C(C(=C1)F)N1C(N(C(=CC1=O)C(F)(F)F)C)=O (propyl [3-{2-chloro-4-fluoro-5-[3-methyl-2,6-dioxo-4-(trifluoromethyl)-1,2,3,6-tetrahydropyrimidin-1-yl]phenoxy}-2-pyridyloxy]acetate). RXN SMILES: [Cl:1][C:2]1[CH:20]=[C:19]([F:21])[C:18]([N:22]2[C:27](=[O:28])[CH:26]=[C:25]([C:29]([F:32])([F:31])[F:30])[N:24]([CH3:33])[C:23]2=[O:34])=[CH:17][C:3]=1[O:4][C:5]1[C:6]([O:11][CH2:12][C:13]([O:15][CH3:16])=[O:14])=[N:7][CH:8]=[CH:9][CH:10]=1.C(=O)([O-])[O-].[Na+].[Na+].[CH2:41](O)[CH2:42]C>>[Cl:1][C:2]1[CH:20]=[C:19]([F:21])[C:18]([N:22]2[C:27](=[O:28])[CH:26]=[C:25]([C:29]([F:32])([F:31])[F:30])[N:24]([CH3:33])[C:23]2=[O:34])=[CH:17][C:3]=1[O:4][C:5]1[C:6]([O:11][CH2:12][C:13]([O:15][CH2:16][CH2:41][CH3:42])=[O:14])=[N:7][CH:8]=[CH:9][CH:10]=1 |f:1.2.3|. Procedure details: A mixture of 0.60 g of methyl [3-{2-chloro-4-fluoro-5-[3-methyl-2,6-dioxo-4-(trifluoromethyl)-1,2,3,6-tetrahydropyrimidin-1-yl]phenoxy}-2-pyridyloxy]acetate (compound a-6), 0.13 g of sodium carbonate, and 7.0 ml of n-propanol was stirred under reflux for 2 hours. After cooling to room temperature, the solvent was distilled out under reduced pressure, and the residue was subjected to silica gel column chromatography to give propyl [3-{2-chloro-4-fluoro-5-[3-methyl-2,6-dioxo-4-(trifluoromethyl)-1,... Starting materials: S1C=C(C=C1)C(C(=O)O)C (2-(3-thienyl)propionic acid), S(=O)(Cl)Cl (thionyl chloride). Solvent: C(Cl)(Cl)Cl (chloroform). Conditions: time 30 minute. The product is S1C=C(C=C1)C(C(=O)Cl)C (2-(3-thienyl)propionic acid chloride). RXN SMILES: [S:1]1[CH:5]=[CH:4][C:3]([CH:6]([CH3:10])[C:7](O)=[O:8])=[CH:2]1.S(Cl)([Cl:13])=O>C(Cl)(Cl)Cl>[S:1]1[CH:5]=[CH:4][C:3]([CH:6]([CH3:10])[C:7]([Cl:13])=[O:8])=[CH:2]1. Procedure: The 2-(3-thienyl)propionic acid (22.9 g) was dissolved in chloroform (60 ml), to which was added thionyl chloride (20 g), followed by 30 minutes refluxing. The reaction was carried out in a similar manner to the foregoing Example 9 to obtain 2-(3-thienyl)propionic acid chloride with bp 76°-78° C./2.0 torr.